From a dataset of the Open Reaction Database (ORD), a public repository of structured organic reaction records. describe an organic reaction: reactants, conditions, products, and yield Reactants: CC(=O)Nc1ccc(S(=O)(=O)Cl)cc1, NCCN1CCCC1. Product: CC(=O)Nc1ccc(S(=O)(=O)NCCN2CCCC2)cc1. As a reaction SMILES: [C:1]([CH3:2])(=[O:3])[NH:4][c:5]1[cH:6][cH:7][c:8]([S:11](=[O:12])(=[O:13])[Cl:14])[cH:9][cH:10]1.[N:15]1([CH2:20][CH2:21][NH2:22])[CH2:16][CH2:17][CH2:18][CH2:19]1>>[C:1]([CH3:2])(=[O:3])[NH:4][c:5]1[cH:6][cH:7][c:8]([S:11](=[O:12])(=[O:13])[NH:22][CH2:21][CH2:20][N:15]2[CH2:16][CH2:17][CH2:18][CH2:19]2)[cH:9][cH:10]1. Starting materials: C1CCN(C1)c1cccc(c1C=O)F, CC1=CN=C(C=C1)N, [C-]#[N+]C1CCCCC1. Reagents/catalysts: O=C(O)C(F)(F)F (trifluoroacetic acid). Solvent: CC(C)O (isopropyl alcohol), CC(C)O (isopropylalcohol). Reaction conditions: temperature 22 celsius, time 20 hour. Product: Cc1ccc2nc(c3c(cccc3F)N3CCCC3)c(NC3CCCCC3)n2c1. The yield is 59.8%. RXN SMILES: CC1=CC=C(N)N=C1.[C-]#[N+]C1CCCCC1.FC1=CC=CC(N2CCCC2)=C1C=O>>CC1=CN2C(C=C1)=NC(=C2NC1CCCCC1)C1=C(F)C=CC=C1N1CCCC1. Starting materials: O(C1=CC=CC=C1)C1=CC=C(C=C1)CC(C)=O (4-phenoxyphenylacetone), [H-].[Na+] (sodium hydride), O (water), C(CC1=CC=CC=C1)Br (phenethyl bromide). Solvent: CN(C=O)C (dimethylformamide), CN(C=O)C (dimethylformamide). Yields the product O(C1=CC=CC=C1)C1=CC=C(C=C1)C(C(C)=O)CCC1=CC=CC=C1 (3-(4-phenoxyphenyl)-5-phenylpentan-2-one). Yield: 61.0%. As a reaction SMILES: [H-].[Na+].[O:3]([C:10]1[CH:15]=[CH:14][C:13]([CH2:16][C:17](=[O:19])[CH3:18])=[CH:12][CH:11]=1)[C:4]1[CH:9]=[CH:8][CH:7]=[CH:6][CH:5]=1.[CH2:20](Br)[CH2:21][C:22]1[CH:27]=[CH:26][CH:25]=[CH:24][CH:23]=1.O>CN(C)C=O>[O:3]([C:10]1[CH:11]=[CH:12][C:13]([CH:16]([CH2:20][CH2:21][C:22]2[CH:27]=[CH:26][CH:25]=[CH:24][CH:23]=2)[C:17](=[O:19])[CH3:18])=[CH:14][CH:15]=1)[C:4]1[CH:9]=[CH:8][CH:7]=[CH:6][CH:5]=1 |f:0.1|. Reported procedure: 11.2 g of 60% oily sodium hydride was suspended in 200 ml of dimethylformamide, and a solution of 56.0 g of 4-phenoxyphenylacetone in 100 ml of dimethylformamide, was added under cooling with ice with stirring, followed by stirring at the same temperature for 5 minutes and at room temperature for 30 minutes. Then, the reaction solution was again cooled with ice, and 52.0 g of phenethyl bromide was added. The reaction solution was gradually returned to room temperature and then stirred for 30 min...